This data is from the Open Reaction Database (ORD), a public repository of structured organic reaction records. The task is: describe an organic reaction: reactants, conditions, products, and yield Starting materials: O=S(=O)(c1ccc(Nc2ncnc3c2CN(Cc2ccccc2)CC3)cc1)C(F)(F)F, CCN(C(C)C)C(C)C, ClC(Cl)Cl, CC(Cl)OC(=O)Cl. The product is O=S(=O)(c1ccc(Nc2ncnc3c2CNCC3)cc1)C(F)(F)F. Reaction SMILES: [CH2:1]([c:2]1[cH:3][cH:4][cH:5][cH:6][cH:7]1)[N:8]1[CH2:9][c:10]2[c:11]([n:12][cH:13][n:14][c:15]2[NH:16][c:17]2[cH:18][cH:19][c:20]([S:23](=[O:24])(=[O:25])[C:26]([F:27])([F:28])[F:29])[cH:21][cH:22]2)[CH2:30][CH2:31]1.[CH:39]([N:40]([CH2:41][CH3:42])[CH:43]([CH3:44])[CH3:45])([CH3:46])[CH3:47].[CH:48]([Cl:49])([Cl:50])[Cl:51].[Cl:32][CH:33]([O:34][C:35]([Cl:36])=[O:37])[CH3:38]>>[NH:8]1[CH2:9][c:10]2[c:11]([n:12][cH:13][n:14][c:15]2[NH:16][c:17]2[cH:18][cH:19][c:20]([S:23](=[O:24])(=[O:25])[C:26]([F:27])([F:28])[F:29])[cH:21][cH:22]2)[CH2:30][CH2:31]1. Reactants: C(C)OC(=O)C=1C=NN2C1N=CC(=C2O)C(=O)O (3-Ethoxycarbonyl-7-hydroxypyrazolo[1,5-a]pyrimidine-6-carboxylic acid), Cl.N1CCC2(CC1)CCC1=CC=CC=C12 (spiro[indane-1,4′-piperidine]hydrochloride). The product is C(C)OC(=O)C=1C=NN2C1N=CC(=C2O)C(=O)N2CCC1(CC2)CCC2=CC=CC=C21 (3-Ethoxycarbonyl-7-hydroxy-6-(spiro[indane-1,4′-piperidine]-1′-ylcarbonyl)pyrazolo[1,5-a]pyrimidine). The yield is 65.1%. RXN SMILES: [CH2:1]([O:3][C:4]([C:6]1[CH:7]=[N:8][N:9]2[C:14]([OH:15])=[C:13]([C:16]([OH:18])=O)[CH:12]=[N:11][C:10]=12)=[O:5])[CH3:2].Cl.[NH:20]1[CH2:25][CH2:24][C:23]2([C:33]3[C:28](=[CH:29][CH:30]=[CH:31][CH:32]=3)[CH2:27][CH2:26]2)[CH2:22][CH2:21]1>>[CH2:1]([O:3][C:4]([C:6]1[CH:7]=[N:8][N:9]2[C:14]([OH:15])=[C:13]([C:16]([N:20]3[CH2:25][CH2:24][C:23]4([C:33]5[C:28](=[CH:29][CH:30]=[CH:31][CH:32]=5)[CH2:27][CH2:26]4)[CH2:22][CH2:21]3)=[O:18])[CH:12]=[N:11][C:10]=12)=[O:5])[CH3:2] |f:1.2|. Reported procedure: In the same manner as in Example 1, step 2 and using 3-ethoxycarbonyl-7-hydroxypyrazolo[1,5-a]pyrimidine-6-carboxylic acid (0.27 g, 1.06 mmol) obtained in Example 19, step 2 and spiro[indane-1,4′-piperidine]hydrochloride (0.3 g, 1.32 mmol), the title compound (0.29 g, 64%) was obtained. The reactants are COC(=O)c1cc(Br)cc([N+](=O)[O-])c1C, CO, [Cl-], [Fe], [NH4+], O. Product: COC(=O)c1cc(Br)cc(N)c1C. RXN SMILES: [Br:1][c:2]1[cH:3][c:4]([N+:13]([O-:14])=[O:15])[c:5]([CH3:12])[c:6]([C:7](=[O:8])[O:9][CH3:10])[cH:11]1.[CH3:19][OH:20].[Cl-:16].[Fe:21].[NH4+:17].[OH2:18]>>[Br:1][c:2]1[cH:3][c:4]([NH2:13])[c:5]([CH3:12])[c:6]([C:7](=[O:8])[O:9][CH3:10])[cH:11]1. The reactants are COC(=O)CSCC=CCOCCc1nc(-c2ccccc2)oc1C, CO, Cl, [Na+], C1CCOC1, [OH-]. The product is Cc1oc(-c2ccccc2)nc1CCOCC=CCSCC(=O)O. Reaction SMILES: [CH3:1][O:2][C:3]([CH2:4][S:5][CH2:6][CH:7]=[CH:8][CH2:9][O:10][CH2:11][CH2:12][c:13]1[n:14][c:15](-[c:19]2[cH:20][cH:21][cH:22][cH:23][cH:24]2)[o:16][c:17]1[CH3:18])=[O:25].[CH3:26][OH:27].[ClH:30].[Na+:29].[O:31]1[CH2:32][CH2:33][CH2:34][CH2:35]1.[OH-:28]>>[O:2]=[C:3]([CH2:4][S:5][CH2:6][CH:7]=[CH:8][CH2:9][O:10][CH2:11][CH2:12][c:13]1[n:14][c:15](-[c:19]2[cH:20][cH:21][cH:22][cH:23][cH:24]2)[o:16][c:17]1[CH3:18])[OH:25].